This data is from the Open Reaction Database (ORD), a public repository of structured organic reaction records. The task is: describe an organic reaction: reactants, conditions, products, and yield Starting materials: COC1=CC=C2C(=N1)N(C=C2)C2=CC=CC=C2 (6-Methoxy-1-phenyl-1H-pyrrolo[2,3-b]pyridine), ClN1C(CCC1=O)=O (N-chlorosuccinimide). Run in C(Cl)Cl (DCM). Run at temperature 125 celsius, time 12 hour. Yields the product COC1=CC=C2C(=N1)N(C(C2)=O)C2=CC=CC=C2 (6-Methoxy-1-phenyl-1,3-dihydro-pyrrolo[2,3-b]pyridin-2-one). Isolated yield 46.5%. Reaction SMILES: [CH3:1][O:2][C:3]1[N:8]=[C:7]2[N:9]([C:12]3[CH:17]=[CH:16][CH:15]=[CH:14][CH:13]=3)[CH:10]=[CH:11][C:6]2=[CH:5][CH:4]=1.ClN1C(=[O:24])CCC1=O>C(Cl)Cl>[CH3:1][O:2][C:3]1[N:8]=[C:7]2[N:9]([C:12]3[CH:13]=[CH:14][CH:15]=[CH:16][CH:17]=3)[C:10](=[O:24])[CH2:11][C:6]2=[CH:5][CH:4]=1. Procedure details: To a stirred solution of 9.64 g (43 mmol) of the compound of step 1 in DCM (250 ml) was added N-chlorosuccinimide (6.02 g, 45 mmol) in one portion at room temperature. The reaction mixture was stirred for 12 h and the solvent was evaporated. The remaining residue was dissolved in a mixture of acetic acid (180 ml) and phosphoric acid (31 ml) and heated to 125° C. for 1 h. The solution was cooled to room temperature and concentrated in vacuo. The remaining residue was poured onto ice and the aqueo... The reactants are CCOC(=O)C (EtOAc), C(C)(C)(C)C1=NNC(=C1)C(=O)OCC (ethyl 3-tert-butyl-1H-pyrazole-5-carboxylate), →, C([O-])([O-])=O.[Cs+].[Cs+] (caesium carbonate), ClCOC (chloro(methoxy)methane), colorless oil. Run in C(Cl)Cl (CH2Cl2). Product: C(C)(C)(C)C1=NN(C(=C1)C(=O)OCC)COC (Ethyl 3-tert-butyl-1-(methoxymethyl)-1H-pyrazole-5-carboxylate). RXN SMILES: [C:1]([C:5]1[CH:9]=[C:8]([C:10]([O:12][CH2:13][CH3:14])=[O:11])[NH:7][N:6]=1)([CH3:4])([CH3:3])[CH3:2].C(=O)([O-])[O-].[Cs+].[Cs+].Cl[CH2:22][O:23][CH3:24].CCOC(C)=O>C(Cl)Cl>[C:1]([C:5]1[CH:9]=[C:8]([C:10]([O:12][CH2:13][CH3:14])=[O:11])[N:7]([CH2:22][O:23][CH3:24])[N:6]=1)([CH3:4])([CH3:2])[CH3:3] |f:1.2.3|. Procedure: Method I was used with ethyl 3-tert-butyl-1H-pyrazole-5-carboxylate (1078 mg, 5.49 mmol), caesium carbonate (2.89 g, 8.87 mmol) and chloro(methoxy)methane (426 μl, 5.60 mmol). 16 hours reaction time. Column eluent: 0→10% EtOAc in CH2Cl2. Yield: 485 mg (37%) of a colorless oil.